This data is from the Open Reaction Database (ORD), a public repository of structured organic reaction records. The task is: describe an organic reaction: reactants, conditions, products, and yield The reactants are C([O-])([O-])=O.[K+].[K+] (potassium carbonate), NC1CC(N(C(C1)(C)C)C)(C)C (4-amino-1,2,2,6,6-pentamethylpiperidine), C(#N)C1=CC=C(C=N1)C1=CC=CC=2N(C3=CC=CC=C3C12)C1=CC(=C(C(=O)OC(C)(C)C)C=C1)F (2-methylpropan-2-yl 4-[4-(6-cyanopyridin-3-yl)-9H-carbazol-9-yl]-2-fluorobenzoate). Solvent: CS(=O)C (dimethyl sulphoxide), O (water). Run at temperature 90 celsius. Product: C(#N)C1=CC=C(C=N1)C1=CC=CC=2N(C3=CC=CC=C3C12)C1=CC(=C(C(=O)OC(C)(C)C)C=C1)NC1CC(N(C(C1)(C)C)C)(C)C (2-methylpropan-2-yl 4-[4-(6-cyanopyridin-3-yl)-9H-carbazol-9-yl]-2-[(1,2,2,6,6-pentamethylpiperidin-4-yl)amino]benzoate). As a reaction SMILES: C(=O)([O-])[O-].[K+].[K+].[NH2:7][CH:8]1[CH2:13][C:12]([CH3:15])([CH3:14])[N:11]([CH3:16])[C:10]([CH3:18])([CH3:17])[CH2:9]1.[C:19]([C:21]1[N:26]=[CH:25][C:24]([C:27]2[C:39]3[C:38]4[C:33](=[CH:34][CH:35]=[CH:36][CH:37]=4)[N:32]([C:40]4[CH:52]=[CH:51][C:43]([C:44]([O:46][C:47]([CH3:50])([CH3:49])[CH3:48])=[O:45])=[C:42](F)[CH:41]=4)[C:31]=3[CH:30]=[CH:29][CH:28]=2)=[CH:23][CH:22]=1)#[N:20]>CS(C)=O.O>[C:19]([C:21]1[N:26]=[CH:25][C:24]([C:27]2[C:39]3[C:38]4[C:33](=[CH:34][CH:35]=[CH:36][CH:37]=4)[N:32]([C:40]4[CH:41]=[CH:42][C:43]([C:44]([O:46][C:47]([CH3:48])([CH3:49])[CH3:50])=[O:45])=[C:51]([NH:7][CH:8]5[CH2:9][C:10]([CH3:18])([CH3:17])[N:11]([CH3:16])[C:12]([CH3:14])([CH3:15])[CH2:13]5)[CH:52]=4)[C:31]=3[CH:30]=[CH:29][CH:28]=2)=[CH:23][CH:22]=1)#[N:20] |f:0.1.2|. Reported procedure: 0.95 g of potassium carbonate and 7.8 ml of 4-amino-1,2,2,6,6-pentamethylpiperidine are successively added to a solution of 1.06 g of 2-methylpropan-2-yl 4-[4-(6-cyanopyridin-3-yl)-9H-carbazol-9-yl]-2-fluorobenzoate, obtained in stage 1 of Example 49, in 8 ml of dimethyl sulphoxide. The reaction mixture is heated at 90° C. for 2 hours and 15 minutes in a microwave, and then diluted with distilled water. The aqueous phase is extracted twice with ethyl acetate and the combined organic phases are w...